Dataset: the Open Reaction Database (ORD), a public repository of structured organic reaction records. Task: describe an organic reaction: reactants, conditions, products, and yield Starting materials: O=C1OCC[C@@H]1NC(OCC1=CC=CC=C1)=O (benzyl (3S)-2-oxotetrahydro-3-furanylcarbamate), S(O)(O)(=O)=O (sulfuric acid), C(O)([O-])=O.[Na+] (sodium hydrogen carbonate). The solvent is CO (methanol). Conditions: temperature 60 celsius, time 8 hour. The product is C(C1=CC=CC=C1)OC(=O)N[C@H](C(=O)OC)CCO (methyl(2S)-2-{[(benzyloxy)carbonyl]amino}-4-hydroxybutanoate), crude product. Reaction SMILES: [O:1]=[C:2]1[C@@H:6]([NH:7][C:8](=[O:17])[O:9][CH2:10][C:11]2[CH:16]=[CH:15][CH:14]=[CH:13][CH:12]=2)[CH2:5][CH2:4][O:3]1.S(=O)(=O)(O)O.[C:23](=O)([O-])[OH:24].[Na+]>CO>[CH2:10]([O:9][C:8]([NH:7][C@@H:6]([CH2:5][CH2:4][OH:3])[C:2]([O:24][CH3:23])=[O:1])=[O:17])[C:11]1[CH:16]=[CH:15][CH:14]=[CH:13][CH:12]=1 |f:2.3|. Procedure details: To the compound (500 mg) obtained in Step 1 were added methanol (5 ml) and conc. sulfuric acid (30 μl), and the mixture was stirred overnight at 60° C. To the reaction mixture was further added sodium hydrogen carbonate (250 mg), and the mixture was stirred at room temperature for 2 hrs. After celite filtration of the reaction mixture, the solvent was evaporated to give the title compound as a crude product.